From a dataset of the Open Reaction Database (ORD), a public repository of structured organic reaction records. describe an organic reaction: reactants, conditions, products, and yield Reactants: C(C)N1N=CC(=C1)CN(C(=O)C1CCCC2=CC(=CC=C12)O)C1=CC=C(C=C1)C(C)C (N-[(1-ethylpyrazol-4-yl)methyl]-6-hydroxy-N-(4-isopropylphenyl)-1,2,3,4-tetrahydronaphthalene-1-carboxamide), Cl.ClCCN(C)C (2-chloro-N,N-dimethylethylamine hydrochloride). Product: CN(CCOC=1C=C2CCCC(C2=CC1)C(=O)N(C1=CC=C(C=C1)C(C)C)CC=1C=NN(C1)CC)C (6-[2-(dimethylamino)ethoxy]-N-[(1-ethylpyrazol-4-yl)methyl]-N-(4-isopropylphenyl)-1,2,3,4-tetrahydronaphthalene-1-carboxamide). Isolated yield 38.7%. As a reaction SMILES: [CH2:1]([N:3]1[CH:7]=[C:6]([CH2:8][N:9]([C:23]2[CH:28]=[CH:27][C:26]([CH:29]([CH3:31])[CH3:30])=[CH:25][CH:24]=2)[C:10]([CH:12]2[C:21]3[C:16](=[CH:17][C:18]([OH:22])=[CH:19][CH:20]=3)[CH2:15][CH2:14][CH2:13]2)=[O:11])[CH:5]=[N:4]1)[CH3:2].Cl.Cl[CH2:34][CH2:35][N:36]([CH3:38])[CH3:37]>>[CH3:37][N:36]([CH3:38])[CH2:35][CH2:34][O:22][C:18]1[CH:17]=[C:16]2[C:21](=[CH:20][CH:19]=1)[CH:12]([C:10]([N:9]([CH2:8][C:6]1[CH:5]=[N:4][N:3]([CH2:1][CH3:2])[CH:7]=1)[C:23]1[CH:24]=[CH:25][C:26]([CH:29]([CH3:30])[CH3:31])=[CH:27][CH:28]=1)=[O:11])[CH2:13][CH2:14][CH2:15]2 |f:1.2|. Procedure details: By the reaction and treatment in the same manner as in Example 106 using N-[(1-ethylpyrazol-4-yl)methyl]-6-hydroxy-N-(4-isopropylphenyl)-1,2,3,4-tetrahydronaphthalene-1-carboxamide (0.42 g) and 2-chloro-N,N-dimethylethylamine hydrochloride (0.22 g) as starting materials, 6-[2-(dimethylamino)ethoxy]-N-[(1-ethylpyrazol-4-yl)methyl]-N-(4-isopropylphenyl)-1,2,3,4-tetrahydronaphthalene-1-carboxamide (0.19 g) was obtained. Starting materials: C(Cl)Cl.CO (CH2Cl2 MeOH), OC=1C=C(C(=O)N)C=CC1 (3-hydroxybenzamide), C(C1=CC=CC=C1)Br (benzyl bromide), C([O-])([O-])=O.[K+].[K+] (potassium carbonate). Run in CC(=O)C (acetone), CCCCCC (n-hexane). Product: C(C1=CC=CC=C1)OC=1C=C(C(=O)N)C=CC1 (3-benzyloxy-benzamide). Reaction SMILES: [OH:1][C:2]1[CH:3]=[C:4]([CH:8]=[CH:9][CH:10]=1)[C:5]([NH2:7])=[O:6].[CH2:11](Br)[C:12]1[CH:17]=[CH:16][CH:15]=[CH:14][CH:13]=1.C(=O)([O-])[O-].[K+].[K+].C(Cl)Cl.CO>CC(C)=O.CCCCCC>[CH2:11]([O:1][C:2]1[CH:3]=[C:4]([CH:8]=[CH:9][CH:10]=1)[C:5]([NH2:7])=[O:6])[C:12]1[CH:17]=[CH:16][CH:15]=[CH:14][CH:13]=1 |f:2.3.4,5.6|. Reported procedure: To a solution of 13.7 g of 3-hydroxybenzamide and 25.6 of benzyl bromide in acetone (400 ml) were added 25.6 g of potassium carbonate at RT. The mixture was then refluxed for 6 h after which time the reaction was completed according to TLC analysis (CH2Cl2/MeOH: 20/1). The reaction mixture was cooled to RT and partitioned between EtOAc and water, the organic layer was separated, dried over sodium sulphate and concentrated in vacuo. The crystalline residue obtained was suspended in n-hexane (200 ... The reactants are ClC1=C(C=CC=C1)C(C(=O)O)OC ((RS)-(2-Chloro-phenyl)-methoxy-acetic acid), NCC1=CC=C(C#N)C=C1 (4-aminomethyl benzonitrile). The product is ClC1=C(C=CC=C1)C(C(=O)NCC1=CC=C(C=C1)C#N)OC ((RS)-2-(2-chloro-phenyl)-N-(4-cyano-benzyl)-2-methoxy-acetamide). RXN SMILES: [Cl:1][C:2]1[CH:7]=[CH:6][CH:5]=[CH:4][C:3]=1[CH:8]([O:12][CH3:13])[C:9]([OH:11])=O.[NH2:14][CH2:15][C:16]1[CH:23]=[CH:22][C:19]([C:20]#[N:21])=[CH:18][CH:17]=1>>[Cl:1][C:2]1[CH:7]=[CH:6][CH:5]=[CH:4][C:3]=1[CH:8]([O:12][CH3:13])[C:9]([NH:21][CH2:20][C:19]1[CH:22]=[CH:23][C:16]([C:15]#[N:14])=[CH:17][CH:18]=1)=[O:11]. Procedure: (RS)-(2-Chloro-phenyl)-methoxy-acetic acid was coupled with 4-aminomethyl benzonitrile according to general procedure B to give (RS)-2-(2-chloro-phenyl)-N-(4-cyano-benzyl)-2-methoxy-acetamide. Light yellow oil. MS 315.1 ([M+H]+) Reactants: O=[N+]([O-])c1ccc(CCBr)cc1, O=C([O-])[O-], COc1ccc2c(c1OC)CCNC2, [K+], [K+], CN(C)C=O. The product is COc1ccc2c(c1OC)CCN(CCc1ccc([N+](=O)[O-])cc1)C2. RXN SMILES: [Br:1][CH2:2][CH2:3][c:4]1[cH:5][cH:6][c:7]([N+:10](=[O:11])[O-:12])[cH:8][cH:9]1.[C:27](=[O:28])([O-:29])[O-:30].[CH3:13][O:14][c:15]1[c:16]2[c:21]([cH:22][cH:23][c:24]1[O:25][CH3:26])[CH2:20][NH:19][CH2:18][CH2:17]2.[K+:31].[K+:32].[O:33]=[CH:34][N:35]([CH3:36])[CH3:37]>>[CH2:2]([CH2:3][c:4]1[cH:5][cH:6][c:7]([N+:10](=[O:11])[O-:12])[cH:8][cH:9]1)[N:19]1[CH2:18][CH2:17][c:16]2[c:15]([O:14][CH3:13])[c:24]([O:25][CH3:26])[cH:23][cH:22][c:21]2[CH2:20]1. Reactants: C(C)OCC(=O)OCC (ethyl ethoxyacetate), enolate, C(C)(C)NC(C)C (diisopropylamine), [Li]CCCC (nBuLi), C(C)(C)(C)C=1OC(=C(N1)COC1=CC=C(C=2SC=CC21)C=O)C (4-(2-tert-butyl-5-methyl-oxazol-4-ylmethoxy)-benzo[b]thiophene-7-carbaldehyde). The solvent is C1CCOC1 (THF), C1CCOC1 (THF), C1CCOC1 (THF), C1CCOC1 (THF). Product: [Li+].CC(C)[N-]C(C)C (LDA), C(C)OC(C(C(O)C1=CC=C(C2=C1SC=C2)OCC=2N=C(OC2C)C(C)(C)C)OCC)=O (3-[4-(2-tert-Butyl-5-methyl-oxazol-4-ylmethoxy)-benzo[b]thiophen-7-yl]-2-ethoxy-3-hydroxy-propionic acid ethyl ester). Reaction SMILES: [CH:1]([NH:4][CH:5]([CH3:7])[CH3:6])([CH3:3])[CH3:2].[Li:8]CCCC.[CH2:13]([O:15][CH2:16][C:17]([O:19][CH2:20][CH3:21])=[O:18])[CH3:14].[C:22]([C:26]1[O:27][C:28]([CH3:44])=[C:29]([CH2:31][O:32][C:33]2[C:41]3[CH:40]=[CH:39][S:38][C:37]=3[C:36]([CH:42]=[O:43])=[CH:35][CH:34]=2)[N:30]=1)([CH3:25])([CH3:24])[CH3:23]>C1COCC1>[Li+:8].[CH3:2][CH:1]([N-:4][CH:5]([CH3:7])[CH3:6])[CH3:3].[CH2:20]([O:19][C:17](=[O:18])[CH:16]([O:15][CH2:13][CH3:14])[CH:42]([C:36]1[C:37]2[S:38][CH:39]=[CH:40][C:41]=2[C:33]([O:32][CH2:31][C:29]2[N:30]=[C:26]([C:22]([CH3:25])([CH3:24])[CH3:23])[O:27][C:28]=2[CH3:44])=[CH:34][CH:35]=1)[OH:43])[CH3:21] |f:5.6|. Procedure: LDA-solution in THF was prepared according to standard procedure from 0.180 g of diisopropylamine (1.783 mmol) and 1.080 ml of 1.5 M nBuLi (hexane) in 3 ml of abs. THF at −10°. After cooling to −75°, 0.214 g of ethyl ethoxyacetate (1.62 mmol), dissolved in 1.0 ml of THF, was added and stirring continued for 30 Min. to complete enolate formation. 0.178 g of the above prepared 4-(2-tert-butyl-5-methyl-oxazol-4-ylmethoxy)-benzo[b]thiophene-7-carbaldehyde (0.540 mmol), dissolved in 2.0 ml of THF, wa... Starting materials: C[Al](C)C, CCOC(C)=O, ClCCl, COC(=O)CNc1nc(-c2ccc(F)cc2C)c2ccc(=O)n(-c3c(F)cccc3F)c2n1, N. Product: Cc1cc(F)ccc1-c1nc(NCC(N)=O)nc2c1ccc(=O)n2-c1c(F)cccc1F. As a reaction SMILES: [CH3:1][Al:2]([CH3:3])[CH3:4].[CH3:42][CH2:43][O:44][C:45]([CH3:46])=[O:47].[Cl:39][CH2:40][Cl:41].[F:6][c:7]1[c:8](-[n:14]2[c:15](=[O:38])[cH:16][cH:17][c:18]3[c:19]2[n:20][c:21]([NH:32][CH2:33][C:34](=[O:35])[O:36][CH3:37])[n:22][c:23]3-[c:24]2[c:25]([CH3:31])[cH:26][c:27]([F:30])[cH:28][cH:29]2)[c:9]([F:13])[cH:10][cH:11][cH:12]1.[NH3:5]>>[NH2:5][C:34]([CH2:33][NH:32][c:21]1[n:20][c:19]2[n:14](-[c:8]3[c:7]([F:6])[cH:12][cH:11][cH:10][c:9]3[F:13])[c:15](=[O:38])[cH:16][cH:17][c:18]2[c:23](-[c:24]2[c:25]([CH3:31])[cH:26][c:27]([F:30])[cH:28][cH:29]2)[n:22]1)=[O:35]. Reactants: O1C(=CC=C1)C(=O)Cl (2-furancarbonyl chloride), O (water), C([O-])([O-])=O.[Na+].[Na+] (sodium carbonate), C1(=CC=CC=C1)COC(=O)N[C@@H](CC(C)C)C(=O)N[C@@H](C(C)C)CO (N—[N-[(phenylmethoxy)carbonyl]-L-leucyl]-L-valinol). Reagents/catalysts: [C].[Pd] (palladium-carbon). The solvent is C(C)(=O)OCC (ethyl acetate), C(C)(=O)OCC (ethyl acetate), CO (methanol). Run at time 8 hour. The product is O1C(=CC=C1)C(=O)N[C@@H](CC(C)C)C(=O)N[C@@H](C(C)C)CO (N—[N-(2-Furanylcarbonyl)-L-leucyl]-L-valinol). The yield is 86.3%. RXN SMILES: C1(CO[C:9]([NH:11][C@H:12]([C:17]([NH:19][C@H:20]([CH2:24][OH:25])[CH:21]([CH3:23])[CH3:22])=[O:18])[CH2:13][CH:14]([CH3:16])[CH3:15])=[O:10])C=CC=CC=1.O.C(=O)([O-])[O-].[Na+].[Na+].[O:33]1[CH:37]=[CH:36][CH:35]=[C:34]1C(Cl)=O>CO.C(OCC)(=O)C.[C].[Pd]>[O:33]1[CH:37]=[CH:36][CH:35]=[C:34]1[C:9]([NH:11][C@H:12]([C:17]([NH:19][C@H:20]([CH2:24][OH:25])[CH:21]([CH3:22])[CH3:23])=[O:18])[CH2:13][CH:14]([CH3:15])[CH3:16])=[O:10] |f:2.3.4,8.9|. Procedure details: 30 mg of 10% palladium-carbon was added to a solution of 350 mg (1 mmol) of N—[N-[(phenylmethoxy)carbonyl]-L-leucyl]-L-valinol obtained in Reference Example 184 in 10 ml of methanol, and the mixture was stirred under a hydrogen atmosphere at room temperature overnight. After the reaction solution was filtered, the filtrate was concentrated under reduced pressure. 10 ml of ethyl acetate, 10 ml of water and further 159 mg (1.5 mmol) of sodium carbonate were added to the residue. Under ice-cooling,... The reactants are FC=1C=C(C=CC1C(C(F)(F)F)O)N1C(N(CC1)C=1C=NC=CC1C)=O (1-[3-fluoro-4-(2,2,2-trifluoro-1-hydroxy-ethyl)-phenyl]-3-(4-methyl-pyridin-3-yl)-imidazolidin-2-one), CO (MeOH). Reagents/catalysts: O=[Mn]=O (MnO2). Run in C(Cl)Cl (DCM), C(Cl)Cl (DCM). Reaction conditions: temperature 50 celsius, time 8 hour. Product: FC=1C=C(C=CC1C(C(F)(F)F)=O)N1C(N(CC1)C=1C=NC=CC1C)=O (1-[3-Fluoro-4-(2,2,2-trifluoroacetyl)-phenyl]-3-(4-methyl-pyridin-3-yl)-imidazolidin-2-one). The yield is 74.3%. Reaction SMILES: [F:1][C:2]1[CH:3]=[C:4]([N:14]2[CH2:18][CH2:17][N:16]([C:19]3[CH:20]=[N:21][CH:22]=[CH:23][C:24]=3[CH3:25])[C:15]2=[O:26])[CH:5]=[CH:6][C:7]=1[CH:8]([OH:13])[C:9]([F:12])([F:11])[F:10].CO>C(Cl)Cl.O=[Mn]=O>[F:1][C:2]1[CH:3]=[C:4]([N:14]2[CH2:18][CH2:17][N:16]([C:19]3[CH:20]=[N:21][CH:22]=[CH:23][C:24]=3[CH3:25])[C:15]2=[O:26])[CH:5]=[CH:6][C:7]=1[C:8](=[O:13])[C:9]([F:12])([F:10])[F:11]. Reported procedure: MnO2 (536 mg, 6.165 mmol) was added to 1-[3-fluoro-4-(2,2,2-trifluoro-1-hydroxy-ethyl)-phenyl]-3-(4-methyl-pyridin-3-yl)-imidazolidin-2-one (I-197a: 325 mg, 0.880 mmol) in DCM (20 mL) under nitrogen atmosphere. The resulting suspension was stirred at 50° C. overnight. The reaction was monitored by TLC (5% MeOH in DCM). The reaction mixture was cooled to room temperature and filtered through celite pad. The filtrate was washed with CHCl3, dried over Na2SO4 and concentrated. The concentrate was wa...